From a dataset of the Open Reaction Database (ORD), a public repository of structured organic reaction records. describe an organic reaction: reactants, conditions, products, and yield Starting materials: FC=1C(=NC2=CC=CC(=C2N1)C1=CC=2C(NCCC2N1)=O)C (2-(3-fluoro-2-methylquinoxalin-5-yl)-6,7-dihydro-1H-pyrrolo[3,2-c]pyridin-4(5H)-one), CN1CC(C1)N (1-methylazetidin-3-amine). Solvent: CS(=O)C (DMSO). Reaction conditions: temperature 80 celsius, time 2 hour. Yields the product CC1=NC2=CC=CC(=C2N=C1NC1CN(C1)C)C1=CC=2C(NCCC2N1)=O (2-(2-methyl-3-((1-methyl-3-azetidinyl)amino)-5-quinoxalinyl)-1,5,6,7-tetrahydro-4H-pyrrolo[3,2-c]pyridin-4-one). As a reaction SMILES: F[C:2]1[C:3]([CH3:22])=[N:4][C:5]2[C:10]([N:11]=1)=[C:9]([C:12]1[NH:20][C:19]3[CH2:18][CH2:17][NH:16][C:15](=[O:21])[C:14]=3[CH:13]=1)[CH:8]=[CH:7][CH:6]=2.[CH3:23][N:24]1[CH2:27][CH:26]([NH2:28])[CH2:25]1>CS(C)=O>[CH3:22][C:3]1[C:2]([NH:28][CH:26]2[CH2:27][N:24]([CH3:23])[CH2:25]2)=[N:11][C:10]2[C:5](=[CH:6][CH:7]=[CH:8][C:9]=2[C:12]2[NH:20][C:19]3[CH2:18][CH2:17][NH:16][C:15](=[O:21])[C:14]=3[CH:13]=2)[N:4]=1. Reported procedure: Prepared similarly to that described in Example 127, using 2-(3-fluoro-2-methylquinoxalin-5-yl)-6,7-dihydro-1H-pyrrolo[3,2-c]pyridin-4(5H)-one (Example 126; 75 mg, 0.135 mmol), 1-methylazetidin-3-amine (87 mg, 0.405 mmol), and DMSO (1.4 mL) and stirring at 80° C. for 2 h. Purification by high-throughput parallel purification (Rilas Technologies, Woburn, Mass.) provided 2-(2-methyl-3-((1-methyl-3-azetidinyl)amino)-5-quinoxalinyl)-1,5,6,7-tetrahydro-4H-pyrrolo[3,2-c]pyridin-4-one. 1H NMR (MeOH-d4)... The reactants are CC(=O)C1CCC(CNC(=O)OCc2ccccc2)CC1, C1CCOC1, O. Yields the product CC(O)C1CCC(CNC(=O)OCc2ccccc2)CC1. RXN SMILES: [CH2:1]([c:2]1[cH:3][cH:4][cH:5][cH:6][cH:7]1)[O:8][C:9]([NH:10][CH2:11][CH:12]1[CH2:13][CH2:14][CH:15]([C:18]([CH3:19])=[O:20])[CH2:16][CH2:17]1)=[O:21].[CH2:22]1[O:23][CH2:24][CH2:25][CH2:26]1.[OH2:27]>>[CH2:1]([c:2]1[cH:3][cH:4][cH:5][cH:6][cH:7]1)[O:8][C:9]([NH:10][CH2:11][CH:12]1[CH2:13][CH2:14][CH:15]([CH:18]([CH3:19])[OH:20])[CH2:16][CH2:17]1)=[O:21].